From a dataset of the Open Reaction Database (ORD), a public repository of structured organic reaction records. describe an organic reaction: reactants, conditions, products, and yield Starting materials: BrCCCCCCO (6-bromohexanol), N1(CCCC1)C1=NC(=NC(=N1)N1CCNCC1)N1CCCC1 (2,6-bis(1-pyrrolidinyl)-4-(1-piperazinyl)-1,3,5-triazine), C([O-])([O-])=O.[K+].[K+] (potassium carbonate), [I-].[Na+] (sodium iodide). The solvent is C(C)#N (acetonitrile). The product is N1(CCCC1)C1=NC(=NC(=N1)N1CCCC1)N1CCN(CC1)CCCCCCO (4-[4,6-Bis(1-pyrrolidinyl)-1,3,5-triazin-2-yl]-1-piperazinehexanol). As a reaction SMILES: Br[CH2:2][CH2:3][CH2:4][CH2:5][CH2:6][CH2:7][OH:8].[N:9]1([C:14]2[N:19]=[C:18]([N:20]3[CH2:25][CH2:24][NH:23][CH2:22][CH2:21]3)[N:17]=[C:16]([N:26]3[CH2:30][CH2:29][CH2:28][CH2:27]3)[N:15]=2)[CH2:13][CH2:12][CH2:11][CH2:10]1.C(=O)([O-])[O-].[K+].[K+].[I-].[Na+]>C(#N)C>[N:9]1([C:14]2[N:15]=[C:16]([N:26]3[CH2:30][CH2:29][CH2:28][CH2:27]3)[N:17]=[C:18]([N:20]3[CH2:25][CH2:24][N:23]([CH2:2][CH2:3][CH2:4][CH2:5][CH2:6][CH2:7][OH:8])[CH2:22][CH2:21]3)[N:19]=2)[CH2:13][CH2:12][CH2:11][CH2:10]1 |f:2.3.4,5.6|. Procedure: A mixture of 6-bromohexanol (0.905 g), 2,6-bis(1-pyrrolidinyl)-4-(1-piperazinyl)-1,3,5-triazine (PCT 86/01797, PREPARATION A-45, 1.517 g), potassium carbonate (0.346 g) and sodium iodide (0.075 g) in acetonitrile (165 ml) are stirred under reflux for 4.5 hr. The mixture is concentrated and the residue is partitioned between methylene chloride and potassium bicarbonate (1N). The phases are separated, the organic phase is washed with water and saline, then filtered through sodium sulfate and conce... RXN SMILES: [CH3:13][CH:14]([C:15](=[O:16])[OH:17])[CH2:18][CH2:19][CH2:20][CH2:21][CH2:22][CH2:23][CH2:24][CH2:25][CH2:26][CH2:27][CH2:28][CH2:29][CH2:30][CH3:31].[Cl-:12].[OH:1][CH:2]([CH2:3][N+:4]([CH3:5])([CH3:6])[CH3:7])[CH2:8][C:9]([O-:10])=[O:11].[OH:32][C:33]([C:34]([F:35])([F:36])[F:37])=[O:38]>>[CH3:13][CH:14]([C:15](=[O:16])[OH:17])[CH2:18][CH2:19][CH2:20][CH2:21][CH2:22][CH2:23][CH2:24][CH2:25][CH2:26][CH2:27][CH2:28][CH2:29][CH2:30][CH3:31].[ClH:12].[OH:1][CH:2]([CH2:3][N+:4]([CH3:5])([CH3:6])[CH3:7])[CH2:8][C:9](=[O:10])[O-:11]. Product: CCCCCCCCCCCCCCC(C)C(=O)O, Cl, C[N+](C)(C)CC(O)CC(=O)[O-]. Starting materials: CCCCCCCCCCCCCCC(C)C(=O)O, [Cl-], C[N+](C)(C)CC(O)CC(=O)[O-], O=C(O)C(F)(F)F. Reactants: CC(C)C1=C(C(=CC=C1)C(C)C)CC(=O)C=1C(=C(C(=CC1)C(C)C)OS(N)(=O)=O)C(C)C (Sulfamic acid[[2,6-bis(1-methylethyl)phenyl]-acetyl]-2,6-bis(1-methylethyl)phenyl ester), C(C)(C)C1=C(C(=CC=C1)C(C)C)CC(=O)O (2,6-diisopropylphenylacetic acid), COC1=C(C(=CC(=C1)OC)OC)CC(=O)O (2,4,6-trimethoxyphenylacetic acid). Yields the product COC1=C(C(=CC(=C1)OC)OC)CC(=O)C=1C(=C(C(=CC1)C(C)C)OS(N)(=O)=O)C(C)C (sulfamic acid[2,4,6-trimethoxyphenyl-(acetyl)]-2,6-bis(1-methylethyl)phenyl ester). Reaction SMILES: CC(C1C=CC=C(C(C)C)C=1CC([C:16]1[C:17]([CH:30]([CH3:32])[CH3:31])=[C:18]([O:25][S:26](=[O:29])(=[O:28])[NH2:27])[C:19]([CH:22]([CH3:24])[CH3:23])=[CH:20][CH:21]=1)=O)C.C(C1C=CC=C(C(C)C)C=1CC(O)=O)(C)C.[CH3:49][O:50][C:51]1[CH:56]=[C:55]([O:57][CH3:58])[CH:54]=[C:53]([O:59][CH3:60])[C:52]=1[CH2:61][C:62]([OH:64])=O>>[CH3:60][O:59][C:53]1[CH:54]=[C:55]([O:57][CH3:58])[CH:56]=[C:51]([O:50][CH3:49])[C:52]=1[CH2:61][C:62]([C:16]1[C:17]([CH:30]([CH3:32])[CH3:31])=[C:18]([O:25][S:26](=[O:28])(=[O:29])[NH2:27])[C:19]([CH:22]([CH3:24])[CH3:23])=[CH:20][CH:21]=1)=[O:64]. Reported procedure: This compound was prepared in the same manner as for the title compound of Example 1, except that 2,6-diisopropylphenylacetic acid was replaced with 2,4,6-trimethoxyphenylacetic acid, mp 159°-163° C. Starting materials: N1(CCOCC1)C=1N=C2N(C(C1)=O)CC[C@H](N2)C(F)(F)F ((8S)-2-morpholin-4-yl-8-trifluoromethyl-6,7,8,9-tetrahydropyrimido[1,2-a]pyrimidin-4-one), C([O-])([O-])=O.[Cs+].[Cs+] (caesium carbonate), BrCC1=C(C(=C(C=C1)F)F)F (1-(bromomethyl)-2,3,4-trifluorobenzene). Solvent: CN(C=O)C (dimethylformamide). Yields the product N1(CCOCC1)C=1N=C2N(C(C1)=O)CC[C@H](N2CC2=C(C(=C(C=C2)F)F)F)C(F)(F)F ((8S)-2-(morpholin-4-yl)-9-(2,3,4-trifluorobenzyl)-8-(trifluoro-methyl)-6,7,8,9-tetrahydro-4H-pyrimido[1,2-a]pyrimidin-4-one). Reaction SMILES: [N:1]1([C:7]2[N:8]=[C:9]3[NH:17][C@H:16]([C:18]([F:21])([F:20])[F:19])[CH2:15][CH2:14][N:10]3[C:11](=[O:13])[CH:12]=2)[CH2:6][CH2:5][O:4][CH2:3][CH2:2]1.C(=O)([O-])[O-].[Cs+].[Cs+].Br[CH2:29][C:30]1[CH:35]=[CH:34][C:33]([F:36])=[C:32]([F:37])[C:31]=1[F:38]>CN(C)C=O>[N:1]1([C:7]2[N:8]=[C:9]3[N:17]([CH2:29][C:30]4[CH:35]=[CH:34][C:33]([F:36])=[C:32]([F:37])[C:31]=4[F:38])[C@H:16]([C:18]([F:20])([F:21])[F:19])[CH2:15][CH2:14][N:10]3[C:11](=[O:13])[CH:12]=2)[CH2:6][CH2:5][O:4][CH2:3][CH2:2]1 |f:1.2.3|. Reported procedure: The product is prepared according to the procedure described in Example 22, using 100 mg of (8S)-2-morpholin-4-yl-8-trifluoromethyl-6,7,8,9-tetrahydropyrimido[1,2-a]pyrimidin-4-one (Example 1e), 214 mg of caesium carbonate and 82 mg of 1-(bromomethyl)-2,3,4-trifluorobenzene in 2 ml of dimethylformamide. After purification by preparative HPLC/MS (Method C), 76 mg of (8S)-2-(morpholin-4-yl)-9-(2,3,4-trifluorobenzyl)-8-(trifluoromethyl)-6,7,8,9-tetrahydro-4H-pyrimido[1,2-a]pyrimidin-4-one are obtai... Starting materials: C1COCCO1, O=C(Cl)c1c(F)cc(F)cc1F, CN1CCC(C(=O)c2cccc(N)n2)CC1. The product is Cl, CN1CCC(C(=O)c2cccc(NC(=O)c3c(F)cc(F)cc3F)n2)CC1. RXN SMILES: [CH2:29]1[O:30][CH2:31][CH2:32][O:33][CH2:34]1.[F:17][c:18]1[c:19]([C:20](=[O:21])[Cl:22])[c:23]([F:28])[cH:24][c:25]([F:27])[cH:26]1.[NH2:1][c:2]1[n:3][c:4]([C:8](=[O:9])[CH:10]2[CH2:11][CH2:12][N:13]([CH3:16])[CH2:14][CH2:15]2)[cH:5][cH:6][cH:7]1>>[ClH:22].[NH:1]([c:2]1[n:3][c:4]([C:8](=[O:9])[CH:10]2[CH2:11][CH2:12][N:13]([CH3:16])[CH2:14][CH2:15]2)[cH:5][cH:6][cH:7]1)[C:20]([c:19]1[c:18]([F:17])[cH:26][c:25]([F:27])[cH:24][c:23]1[F:28])=[O:21]. The reactants are NCCNCCC[Si](OC)(OC)OC (N-(2-aminoethyl)-3-aminopropyltrimethoxysilane), Silan GF 91, 95.g, [OH-].[K+] (potassium hydroxide). Solvent: O (water). Product: NCCNCCC[SiH2][O-].[K+] (potassium N-(2-aminoethyl)- 3-aminopropylsilanolate). Yield: 40.0%. As a reaction SMILES: [NH2:1][CH2:2][CH2:3][NH:4][CH2:5][CH2:6][CH2:7][Si:8](OC)(OC)[O:9]C.[OH-].[K+:16]>O>[NH2:1][CH2:2][CH2:3][NH:4][CH2:5][CH2:6][CH2:7][SiH2:8][O-:9].[K+:16] |f:1.2,4.5|. Procedure: About 111 g of N-(2-aminoethyl)-3-aminopropyltrimethoxysilane (commercially available under the name "Silan GF 91" from Wacker-Chemie GmbH, Munich) are metered into a solution containing 95.g of potassium hydroxide in 400 g of water, with vigorous stirring. First methanol and then about 200 g of water are distilled off from the mixture by heating. The mixture is then made up to a total weight of 367 g by addition of water. A 40 percent potassium N-(2-aminoethyl)- 3-aminopropylsilanolate solution...